Dataset: the Open Reaction Database (ORD), a public repository of structured organic reaction records. Task: describe an organic reaction: reactants, conditions, products, and yield The reactants are BrC1=CC(=C(C#N)C=C1)C (4-bromo-2-methylbenzonitrile), solution, C(CCC)[Li] (n-butyl lithium), C(=O)=O (carbon dioxide), O (Water). Run in C1CCOC1 (THF), C1CCOC1 (THF). Conditions: temperature -78 celsius, time 1 hour. Yields the product C(#N)C1=C(C=C(C(=O)O)C=C1)C (4-Cyano-3-methylbenzoic acid). As a reaction SMILES: Br[C:2]1[CH:9]=[CH:8][C:5]([C:6]#[N:7])=[C:4]([CH3:10])[CH:3]=1.C([Li])CCC.[C:16](=[O:18])=[O:17].O>C1COCC1>[C:6]([C:5]1[CH:8]=[CH:9][C:2]([C:16]([OH:18])=[O:17])=[CH:3][C:4]=1[CH3:10])#[N:7]. Procedure details: To a solution of 4-bromo-2-methylbenzonitrile (2.0 g, 10.2 mmol) in THF (100 ml) at −78° C. under a nitrogen atmosphere was added dropwise a 2.5M solution of n-butyl lithium (4.48 ml, 11.2 mmol). The mixture was stirred at −78° C. for 1 h and then poured onto solid carbon dioxide (5 g) in THF (50 ml). The mixture was allowed to warm to room temperature. Water was added (200 ml) and the mixture was extracted with diethyl ether (3 times). The aqueous layer was acidified by addition of concentrated...